Dataset: the Open Reaction Database (ORD), a public repository of structured organic reaction records. Task: describe an organic reaction: reactants, conditions, products, and yield Starting materials: C=CC(=O)OOC(C)(N)CC, CCN=C=O, CC#N. The product is C=CC(=O)OOC(C)(CC)NC(=O)NCC. Reaction SMILES: [C:1]([CH:2]=[CH2:3])(=[O:4])[O:5][O:6][C:7]([CH3:8])([NH2:9])[CH2:10][CH3:11].[CH2:12]([CH3:13])[N:14]=[C:15]=[O:16].[CH3:17][C:18]#[N:19]>>[C:1]([CH:2]=[CH2:3])(=[O:4])[O:5][O:6][C:7]([CH3:8])([NH:9][C:15]([NH:14][CH2:12][CH3:13])=[O:16])[CH2:10][CH3:11].